This data is from the Open Reaction Database (ORD), a public repository of structured organic reaction records. The task is: describe an organic reaction: reactants, conditions, products, and yield Starting materials: [BH3-]C#N, CC(=O)O, CO, O=Cc1ccccc1, NC(CO)Cc1ccccc1, [Na+]. As a reaction SMILES: [C:24]([BH3-:25])#[N:26].[CH3:12][C:13](=[O:14])[OH:15].[CH3:28][OH:29].[CH:16](=[O:17])[c:18]1[cH:19][cH:20][cH:21][cH:22][cH:23]1.[NH2:1][CH:2]([CH2:3][c:4]1[cH:5][cH:6][cH:7][cH:8][cH:9]1)[CH2:10][OH:11].[Na+:27]>>[NH:1]([CH:2]([CH2:3][c:4]1[cH:5][cH:6][cH:7][cH:8][cH:9]1)[CH2:10][OH:11])[CH2:16][c:18]1[cH:19][cH:20][cH:21][cH:22][cH:23]1. Yields the product OCC(Cc1ccccc1)NCc1ccccc1. Reactants: [BH3-]C#N, CCc1cccc(CC)c1C=O, CO, [Cl-], [Cl-], CCOC(=O)c1c(C)nc2c(N)cc(C)cn12, [Na+], [Na+], [OH-], [Zn+2]. The product is CCOC(=O)c1c(C)nc2c(NCc3c(CC)cccc3CC)cc(C)cn12. RXN SMILES: [C:30]([BH3-:31])#[N:32].[CH2:18]([CH3:19])[c:20]1[c:21]([CH:22]=[O:23])[c:24]([CH2:28][CH3:29])[cH:25][cH:26][cH:27]1.[CH3:36][OH:37].[Cl-:38].[Cl-:40].[NH2:1][c:2]1[c:3]2[n:4]([cH:5][c:6]([CH3:8])[cH:7]1)[c:9]([C:13](=[O:14])[O:15][CH2:16][CH3:17])[c:10]([CH3:12])[n:11]2.[Na+:33].[Na+:35].[OH-:34].[Zn+2:39]>>[NH:1]([c:2]1[c:3]2[n:4]([cH:5][c:6]([CH3:8])[cH:7]1)[c:9]([C:13](=[O:14])[O:15][CH2:16][CH3:17])[c:10]([CH3:12])[n:11]2)[CH2:22][c:21]1[c:20]([CH2:18][CH3:19])[cH:27][cH:26][cH:25][c:24]1[CH2:28][CH3:29]. Starting materials: C(C=CC1=CC=CC=C1)(=O)O (cinnamic acid), [H-].[Al+3].[Li+].[H-].[H-].[H-] (lithium aluminum hydride), Cl (hydrochloric acid). Run in C(C)OCC (diethyl ether), C(C)OCC (diethyl ether). Run at temperature 20 celsius, time 30 minute. The product is C(CCC1=CC=CC=C1)O (dihydrocinnamyl alcohol). Isolated yield 32.3%. RXN SMILES: [H-].[Al+3].[Li+].[H-].[H-].[H-].[C:7](O)(=[O:16])[CH:8]=[CH:9][C:10]1[CH:15]=[CH:14][CH:13]=[CH:12][CH:11]=1.Cl>C(OCC)C>[CH2:7]([OH:16])[CH2:8][CH2:9][C:10]1[CH:15]=[CH:14][CH:13]=[CH:12][CH:11]=1 |f:0.1.2.3.4.5|. Procedure: Into a solution of 12 g (0.31 mole) of lithium aluminum hydride in 100 ml of anhydrous diethyl ether was added dropwise a solution prepared by dissolving 37 g (0.25 mole) of cinnamic acid in 100 ml of anhydrous diethyl ether at a temperature of 0° to 20° C. After completion of the dropwise addition of the solution, the mixture was further agitated for additional 30 minutes at 20° C. and then admixed with 100 ml of a 10% hydrochloric acid followed by phase separation. The organic solution taken b... The reactants are [Al+3], CCC(=O)Cl, [Cl-], [Cl-], [Cl-], ClCCl, Cl, c1ccc(C23CNCC2C3)cc1. Yields the product Cl, CCC(=O)c1ccc(C23CNCC2C3)cc1. As a reaction SMILES: [Al+3:15].[C:18]([CH2:19][CH3:20])(=[O:21])[Cl:22].[Cl-:14].[Cl-:16].[Cl-:17].[Cl:23][CH2:24][Cl:25].[ClH:1].[c:2]1([C:8]23[CH2:9][NH:10][CH2:11][CH:12]2[CH2:13]3)[cH:3][cH:4][cH:5][cH:6][cH:7]1>>[ClH:22].[c:2]1([C:8]23[CH2:9][NH:10][CH2:11][CH:12]2[CH2:13]3)[cH:3][cH:4][c:5]([C:18]([CH2:19][CH3:20])=[O:21])[cH:6][cH:7]1. Starting materials: CC1CC(OCC(=O)OC(C)(C)C)CC(C)N1C(=O)OCc1ccccc1, ClCCl, O=C(O)C(F)(F)F. Product: CC1CC(OCC(=O)O)CC(C)N1C(=O)OCc1ccccc1. RXN SMILES: [CH2:1]([c:2]1[cH:3][cH:4][cH:5][cH:6][cH:7]1)[O:8][C:9](=[O:10])[N:11]1[CH:12]([CH3:27])[CH2:13][CH:14]([O:18][CH2:19][C:20](=[O:21])[O:22][C:23]([CH3:24])([CH3:25])[CH3:26])[CH2:15][CH:16]1[CH3:17].[CH2:35]([Cl:36])[Cl:37].[OH:28][C:29]([C:30]([F:31])([F:32])[F:33])=[O:34]>>[CH2:1]([c:2]1[cH:3][cH:4][cH:5][cH:6][cH:7]1)[O:8][C:9](=[O:10])[N:11]1[CH:12]([CH3:27])[CH2:13][CH:14]([O:18][CH2:19][C:20](=[O:21])[OH:22])[CH2:15][CH:16]1[CH3:17]. Starting materials: C=CCn1c(=O)c2cnc(SC)nc2n1-c1cccc(-n2ccccc2=O)n1, CN(C)C1CCN(c2ccc(N)cc2)C1. The product is C=CCn1c(=O)c2cnc(Nc3ccc(N4CCC(N(C)C)C4)cc3)nc2n1-c1cccc(-n2ccccc2=O)n1. Reaction SMILES: [CH2:16]([CH:17]=[CH2:18])[n:19]1[n:20](-[c:31]2[cH:32][cH:33][cH:34][c:35](-[n:37]3[c:38](=[O:43])[cH:39][cH:40][cH:41][cH:42]3)[n:36]2)[c:21]2[n:22][c:23]([S:29][CH3:30])[n:24][cH:25][c:26]2[c:27]1=[O:28].[NH2:1][c:2]1[cH:3][cH:4][c:5]([N:8]2[CH2:9][CH:10]([N:13]([CH3:14])[CH3:15])[CH2:11][CH2:12]2)[cH:6][cH:7]1>>[NH:1]([c:2]1[cH:3][cH:4][c:5]([N:8]2[CH2:9][CH:10]([N:13]([CH3:14])[CH3:15])[CH2:11][CH2:12]2)[cH:6][cH:7]1)[c:23]1[n:22][c:21]2[n:20](-[c:31]3[cH:32][cH:33][cH:34][c:35](-[n:37]4[c:38](=[O:43])[cH:39][cH:40][cH:41][cH:42]4)[n:36]3)[n:19]([CH2:16][CH:17]=[CH2:18])[c:27](=[O:28])[c:26]2[cH:25][n:24]1. Starting materials: C(C=CC1=CC=CC=C1)#N (cinnamonitrile), CC1=CC(=NN1)N (5-methyl-1H-pyrazole-3-amine), N1CCSCC1 (thiomorpholine). Reported procedure: Example 83 was synthesized via Scheme 6 according to the general scheme provided above with the appropriate starting materials cinnamonitrile, 5-methyl-1H-pyrazole-3-amine, and thiomorpholine. Structure of the target was confirmed by 1H-NMR. The 1H-NMR is attached. The product is CC1=CC(=NN1)NC1=NC(=NC(=C1)N1CCSCC1)C=CC1=CC=CC=C1 (N-(5methyl-1H-pyrazol-3-yl)-2-styryl-6thiomorpholinopyrimidin-4-amine). Reaction SMILES: [C:1](#[N:10])[CH:2]=[CH:3][C:4]1[CH:9]=[CH:8][CH:7]=[CH:6][CH:5]=1.[CH3:11][C:12]1[NH:16][N:15]=[C:14]([NH2:17])[CH:13]=1.[NH:18]1[CH2:23][CH2:22][S:21][CH2:20][CH2:19]1>>[CH3:11][C:12]1[NH:16][N:15]=[C:14]([NH:17][C:3]2[CH:2]=[C:1]([N:18]3[CH2:23][CH2:22][S:21][CH2:20][CH2:19]3)[N:10]=[C:1]([CH:2]=[CH:3][C:4]3[CH:9]=[CH:8][CH:7]=[CH:6][CH:5]=3)[N:10]=2)[CH:13]=1. Reactants: C(CCC)N(CCCC)CCCC (Tributylamine), [I-].ClC1=[N+](C=CC=C1)C (2-chloro-1-methylpyridinium iodide), cyanine, CCCCN1C(=O)C(=C/C=C/C=C\2/N(C3=CC=CC=C3O2)CCCS(=O)(=O)[O-])C(=O)N(C1=O)CCCC.[Na+] (merocyanine). Reagents/catalysts: CN(C1=CC=NC=C1)C (4-(dimethylamino)pyridine). Solvent: ClCCl (dichloromethane). The product is [I-].ClC1=[N+](C=CC=C1)C (2-chloro-1-methylpyridinium iodide), Cl.C(CCC)[NH+](CCCC)CCCC (tributylammonium hydrochloride). Reaction SMILES: CCCCN1C(=O)N(CCCC)C(=O)C(=C/C=C/C=C2/N(CCCS([O-])(=O)=O)C3C(O/2)=CC=CC=3)C1=O.[Na+].[CH2:39]([N:43]([CH2:48][CH2:49][CH2:50][CH3:51])[CH2:44][CH2:45][CH2:46][CH3:47])[CH2:40][CH2:41][CH3:42].[I-:52].[Cl:53][C:54]1[CH:59]=[CH:58][CH:57]=[CH:56][N+:55]=1[CH3:60]>ClCCl.CN(C)C1C=CN=CC=1>[I-:52].[Cl:53][C:54]1[CH:59]=[CH:58][CH:57]=[CH:56][N+:55]=1[CH3:60].[ClH:53].[CH2:48]([NH+:43]([CH2:39][CH2:40][CH2:41][CH3:42])[CH2:44][CH2:45][CH2:46][CH3:47])[CH2:49][CH2:50][CH3:51] |f:0.1,3.4,7.8,9.10|. Procedure: The N-carboxypropylsubstituted cyanine dye 2a (0.6080 g, 0.00131 mole) and merocyanine dye 2b (0.371 g, 0.001 mole) were sonicated in 700 mL of dry dichloromethane at room temperature under argon for 2.5 hr to produce a very fine suspension. Tributylamine (1.143 g, 1.47 mL, 0.0062 mole) and 4-(dimethylamino)pyridine (DMAP) (0.0366 g, 0.0003 mole) were added successively to the reaction mixture and sonicated for another 2 min. Then 2-chloro-1-methylpyridinium iodide (0.7921 g, 0.0031 mole) was ad... The reactants are CN(C)C=O, CI, COc1ccc(CCNC(=O)C(=COC(F)F)c2ccc3c(c2)CCCC3)cc1OC, [H-], [Na+], O. Reaction SMILES: [CH3:32][N:33]([CH3:34])[CH:35]=[O:36].[CH3:39][I:40].[F:1][CH:2]([O:3][CH:4]=[C:5]([C:6](=[O:7])[NH:8][CH2:9][CH2:10][c:11]1[cH:12][c:13]([O:19][CH3:20])[c:14]([O:17][CH3:18])[cH:15][cH:16]1)[c:21]1[cH:22][c:23]2[c:28]([cH:29][cH:30]1)[CH2:27][CH2:26][CH2:25][CH2:24]2)[F:31].[H-:37].[Na+:38].[OH2:41]>>[F:1][CH:2]([O:3][CH:4]=[C:5]([C:6](=[O:7])[N:8]([CH2:9][CH2:10][c:11]1[cH:12][c:13]([O:19][CH3:20])[c:14]([O:17][CH3:18])[cH:15][cH:16]1)[CH3:32])[c:21]1[cH:22][c:23]2[c:28]([cH:29][cH:30]1)[CH2:27][CH2:26][CH2:25][CH2:24]2)[F:31]. The product is COc1ccc(CCN(C)C(=O)C(=COC(F)F)c2ccc3c(c2)CCCC3)cc1OC.